From a dataset of the Open Reaction Database (ORD), a public repository of structured organic reaction records. describe an organic reaction: reactants, conditions, products, and yield Starting materials: ClS(=O)(=O)O (chlorosulfonic acid), C(C)(C)C1=C(C=CC=C1)OC (2-isopropylanisole), ice. Run in C(Cl)Cl (CH2Cl2). Product: ClS(=O)(=O)C1=CC(=C(C=C1)OC)C(C)C (4-chlorosulfonyl-2-isopropylanisole). As a reaction SMILES: [CH:1]([C:4]1[CH:9]=[CH:8][CH:7]=[CH:6][C:5]=1[O:10][CH3:11])([CH3:3])[CH3:2].[Cl:12][S:13](O)(=[O:15])=[O:14]>C(Cl)Cl>[Cl:12][S:13]([C:8]1[CH:7]=[CH:6][C:5]([O:10][CH3:11])=[C:4]([CH:1]([CH3:3])[CH3:2])[CH:9]=1)(=[O:15])=[O:14]. Procedure: To a solution of 2-isopropylanisole (0.40 g, 2.66 mmol) in CH2Cl2 (9 mL) cooled with an ice water bath was added slowly chlorosulfonic acid (4 mL). After 1.5 h of cooling, the mixture was poured into a flask containing ice (25 g). The product was extracted with CH2Cl2 (50 mL). The organic extract was washed with brine (25 mL), dried (Na2SO4), filtered and concentrated in vacuo to afford 0.62 g of grayish oil as crude product. The crude product was purified by chromatography using the ISCO Combif... The reactants are C1CC2CCCC3CCCC1C23 (perhydroacenaphthene), CC12CC3(CC(CC(C1)C3)C2)C (1,3-dimethyladamantane), C1CC2=CC=CC3=CC=CC1=C23 (acenaphthene), C1CC2CCCC3CCCC1C23 (perhydroacenaphthene). Product: C(C)C12CC3CC(CC(C1)C3)C2 (1-ethyladamantane). RXN SMILES: [CH2:1]1[CH:11]2[CH:12]3[CH:7]([CH2:8][CH2:9][CH2:10]2)[CH2:6][CH2:5][CH2:4][CH:3]3C1.[CH2:13]1C2=C3C(=CC=C2)C=CC=C3C1.CC12CC3CC(CC(C)(C3)C1)C2>>[CH2:4]([C:5]12[CH2:6][CH:7]3[CH2:8][CH:9]([CH2:10][CH:11]([CH2:12]3)[CH2:1]1)[CH2:13]2)[CH3:3]. Procedure: The same experiment as described in 2th line from the bottom in Table 5 of Example 5 was carried out except that perhydroacenaphthene prepared by hydrogenation of acenaphthene was used in place of TMN. Conversion rate of perhydroacenaphthene was 75.4%, and 1,3-dimethyladamantane and 1-ethyladamantane were obtained at 33.0% and 47.1% of selectivity and at 24.9% and 35.0% of yield respectively. Moreover, when amounts of catalyst was increased from 2 g to 4 g, conversion rate of perhydroacenaphthen... Starting materials: B, COc1c(C)cc(Br)c(C)c1C, C1CCOC1, [Li]CCCC, ClC(Cl)Cl, ClP(Cl)c1ccccc1, O. The product is B, COc1c(C)cc(P(C)c2ccccc2)c(C)c1C. As a reaction SMILES: [BH3:27].[Br:1][c:2]1[c:3]([CH3:12])[c:4]([CH3:11])[c:5]([O:9][CH3:10])[c:6]([CH3:8])[cH:7]1.[CH2:28]1[O:29][CH2:30][CH2:31][CH2:32]1.[CH3:13][CH2:14][CH2:15][CH2:16][Li:17].[CH:33]([Cl:34])([Cl:35])[Cl:36].[Cl:18][P:19]([c:20]1[cH:21][cH:22][cH:23][cH:24][cH:25]1)[Cl:26].[OH2:37]>>[BH3:27].[c:2]1([P:19]([CH3:13])[c:20]2[cH:21][cH:22][cH:23][cH:24][cH:25]2)[c:3]([CH3:12])[c:4]([CH3:11])[c:5]([O:9][CH3:10])[c:6]([CH3:8])[cH:7]1. The reactants are CC(=O)N1CCC(C2CNc3ccccc32)CC1, CC(=O)OC(C)=O. Product: CC(=O)N1CCC(C2CN(C(C)=O)c3ccccc32)CC1. RXN SMILES: [C:1]([CH3:2])(=[O:3])[N:4]1[CH2:5][CH2:6][CH:7]([CH:10]2[CH2:11][NH:12][c:13]3[cH:14][cH:15][cH:16][cH:17][c:18]32)[CH2:8][CH2:9]1.[CH3:19][C:20](=[O:21])[O:22][C:23](=[O:24])[CH3:25]>>[C:1]([CH3:2])(=[O:3])[N:4]1[CH2:5][CH2:6][CH:7]([CH:10]2[CH2:11][N:12]([C:20]([CH3:19])=[O:21])[c:13]3[cH:14][cH:15][cH:16][cH:17][c:18]32)[CH2:8][CH2:9]1.